From a dataset of the Open Reaction Database (ORD), a public repository of structured organic reaction records. describe an organic reaction: reactants, conditions, products, and yield Starting materials: [Al+3], [Cl-], [Cl-], [Cl-], CC(Cl)Cl, COc1ccc(C=O)c(OC)c1Cl, O. Product: COc1ccc(C=O)c(O)c1Cl. As a reaction SMILES: [Al+3:15].[Cl-:14].[Cl-:16].[Cl-:17].[Cl:19][CH:20]([Cl:21])[CH3:22].[Cl:1][c:2]1[c:3]([O:12][CH3:13])[c:4]([CH:5]=[O:6])[cH:7][cH:8][c:9]1[O:10][CH3:11].[OH2:18]>>[Cl:1][c:2]1[c:3]([OH:12])[c:4]([CH:5]=[O:6])[cH:7][cH:8][c:9]1[O:10][CH3:11]. Starting materials: FC1=C(C=C(C=C1)C1=NC=CC=C1C=1C=C2C=NNC2=C(C1)C(=O)OC)C (Methyl 5-(2-(4-fluoro-3-methylphenyl)pyridin-3-yl)-1H-indazole-7-carboxylate), [Li+].[OH-] (LiOH). Solvent: C1CCOC1.O (THF H2O). Product: FC1=C(C=C(C=C1)C1=NC=CC=C1C=1C=C2C=NNC2=C(C1)C(=O)O)C (5-(2-(4-Fluoro-3-methylphenyl)pyridin-3-yl)-1H-indazole-7-carboxylic acid). Isolated yield 115.2%. Reaction SMILES: [F:1][C:2]1[CH:7]=[CH:6][C:5]([C:8]2[C:13]([C:14]3[CH:15]=[C:16]4[C:20](=[C:21]([C:23]([O:25]C)=[O:24])[CH:22]=3)[NH:19][N:18]=[CH:17]4)=[CH:12][CH:11]=[CH:10][N:9]=2)=[CH:4][C:3]=1[CH3:27].[Li+].[OH-]>C1COCC1.O>[F:1][C:2]1[CH:7]=[CH:6][C:5]([C:8]2[C:13]([C:14]3[CH:15]=[C:16]4[C:20](=[C:21]([C:23]([OH:25])=[O:24])[CH:22]=3)[NH:19][N:18]=[CH:17]4)=[CH:12][CH:11]=[CH:10][N:9]=2)=[CH:4][C:3]=1[CH3:27] |f:1.2,3.4|. Reported procedure: Methyl 5-(2-(4-fluoro-3-methylphenyl)pyridin-3-yl)-1H-indazole-7-carboxylate (300 mg, 0.55 mmol) was saponified by LiOH (0.12 g,) in THF/H2O (1:1, 8 mL) for 2 days. The reaction mixture was concentrated to dryness, diluted with water (4 mL) and neutralized by the addition of aq. 2N HCl. The solid formed after the neutralization was filtered and suction dried to obtain the title compound as a white solid (220 mg). 1H NMR (DMSO-d6): δ 13.15 (s, 1H),8.67 (app dd, 1H, J=1.4 and 4.7 Hz), 8.17 (s, 1H)...